From a dataset of the Open Reaction Database (ORD), a public repository of structured organic reaction records. describe an organic reaction: reactants, conditions, products, and yield Reactants: N1CCC(CC1)C=1N=NN2C=NC3=C(C21)C=CN3 (1-(Piperidin-4-yl)-7H-pyrrolo[3,2-e][1,2,3]triazolo[1,5-c]pyrimidine), CO (methanol), C(C)(=O)O[BH-](OC(C)=O)OC(C)=O.[Na+] (sodium triacetoxyborohydride), C(C)(=O)O (acetic acid), C(#N)[BH3-].[Na+] (sodium cyanoborohydride). The solvent is O1CCCC1 (tetrahydrofuran). Product: N1=CC(=CC=C1)CN1CCC(CC1)C=1N=NN2C=NC3=C(C21)C=CN3 (1-[1-(Pyridin-3-ylmethyl)piperidin-4-yl]-7H-pyrrolo[3,2-e][1,2,3]triazolo[1,5-c]pyrimidine). Yield: 9.3%. RXN SMILES: [NH:1]1[CH2:6][CH2:5][CH:4]([C:7]2[N:8]=[N:9][N:10]3[C:15]=2[C:14]2[CH:16]=[CH:17][NH:18][C:13]=2[N:12]=[CH:11]3)[CH2:3][CH2:2]1.[C:19](O)(=O)[CH3:20].[C:23]([BH3-])#[N:24].[Na+].[C:27](O[BH-](OC(=O)C)OC(=O)C)(=O)[CH3:28].[Na+].[CH3:41]O>O1CCCC1>[N:24]1[CH:23]=[CH:28][CH:27]=[C:19]([CH2:20][N:1]2[CH2:2][CH2:3][CH:4]([C:7]3[N:8]=[N:9][N:10]4[C:15]=3[C:14]3[CH:16]=[CH:17][NH:18][C:13]=3[N:12]=[CH:11]4)[CH2:5][CH2:6]2)[CH:41]=1 |f:2.3,4.5|. Reported procedure: 1-(Piperidin-4-yl)-7H-pyrrolo[3,2-e][1,2,3]triazolo[1,5-c]pyrimidine (11.0 mg, 0.0450 mmol) in a mixture of methanol (1 mL) and tetrahydrofuran (1 mL) was stirred with 3-pyridinecarboxyaldehyde (5.0 μL, 0.054 mmol), acetic acid (33 μL) and sodium cyanoborohydride (4.3 mg, 0.068 mmol) at room temperature for one day. The reaction mixture was stirred with sodium triacetoxyborohydride (10.0 mg, 0.047 mmol) for another 2 hours. The resulting reaction mixture was purified by silica gel thin layer chr...